From a dataset of the Open Reaction Database (ORD), a public repository of structured organic reaction records. describe an organic reaction: reactants, conditions, products, and yield The reactants are C(C)C1=CC=C(S1)C(=O)Cl (5-ethylthiophen-2-carbonyl chloride), ( 6 ), ( 7 ), ClC1=C2C=CN(C2=CC=C1)[C@H]1[C@H](OC(C)=O)[C@@H](OC(C)=O)[C@H](OC(C)=O)[C@H](O1)COC(C)=O (4-Chloro-1-(2,3,4,6-tetra-O-acetyl-β-D-glucopyranosyl)indole). Yields the product ClC1=C2C(=CN(C2=CC=C1)[C@H]1[C@H](O)[C@@H](O)[C@H](O)[C@H](O1)CO)CC=1SC(=CC1)CC (4-Chloro-3-(5-ethylthiophen-2-yl-methyl)-1-(β-D-gluco-pyranosyl)indole). Reaction SMILES: [Cl:1][C:2]1[CH:10]=[CH:9][CH:8]=[C:7]2[C:3]=1[CH:4]=[CH:5][N:6]2[C@@H:11]1[O:28][C@H:27]([CH2:29][O:30]C(=O)C)[C@@H:22]([O:23]C(=O)C)[C@H:17]([O:18]C(=O)C)[C@H:12]1[O:13]C(=O)C.[CH2:34]([C:36]1[S:40][C:39]([C:41](Cl)=O)=[CH:38][CH:37]=1)[CH3:35]>>[Cl:1][C:2]1[CH:10]=[CH:9][CH:8]=[C:7]2[C:3]=1[C:4]([CH2:41][C:39]1[S:40][C:36]([CH2:34][CH3:35])=[CH:37][CH:38]=1)=[CH:5][N:6]2[C@@H:11]1[O:28][C@H:27]([CH2:29][OH:30])[C@@H:22]([OH:23])[C@H:17]([OH:18])[C@H:12]1[OH:13]. Procedure details: 4-Chloro-1-(2,3,4,6-tetra-O-acetyl-β-D-glucopyranosyl)indole obtained in Example 1-(3) and 5-ethylthiophen-2-carbonyl chloride were treated in a manner similar to Example 2-(4), (5), (6) and (7) to give the titled compound as a pink powder. APCI-Mass m/Z 455/457 (M+NH4). 1H-NMR (DMSO-d6) δ 1.17 (t, J=7.4 Hz, 3H), 2.71 (q, J=7.4 Hz, 2H), 3.15-3.43 (m, 4H), 3.67 (m, 2H), 4.36 (s, 2H), 4.54 (t, J=5.5 Hz, 1H), 5.10 (d, J=5.3 Hz, 1H), 5.16 (d, J=5.0 Hz, 1H), 5.20 (d, J=5.9 Hz, 1H), 5.40 (d, J=9.1 Hz,... Starting materials: C\C(=C/C(=O)OCC)\CCC\C=C/C\C=C/C\C=C/C\C=C/C\C=C/CC (Ethyl (2E,7Z,10Z,13Z,16Z,19Z)-3-methyl-docosa-2,7,10,13,16,19-hexaenoate), [H-].[H-].[H-].[H-].[Li+].[Al+3] (LAH). Run in C1CCOC1 (THF), C1CCOC1 (THF). Run at temperature 0 celsius, time 30 minute. Yields the product C\C(=C/CO)\CCC\C=C/C\C=C/C\C=C/C\C=C/C\C=C/CC (3-methyl-(2E,7Z,10Z,13Z,16Z,19Z)-docosa-2,7,10,13,16,19-hexaen-1-ol). The yield is 45.1%. RXN SMILES: [CH3:1]/[C:2](/[CH2:9][CH2:10][CH2:11]/[CH:12]=[CH:13]\[CH2:14]/[CH:15]=[CH:16]\[CH2:17]/[CH:18]=[CH:19]\[CH2:20]/[CH:21]=[CH:22]\[CH2:23]/[CH:24]=[CH:25]\[CH2:26][CH3:27])=[CH:3]\[C:4](OCC)=[O:5].[H-].[H-].[H-].[H-].[Li+].[Al+3]>C1COCC1>[CH3:1]/[C:2](/[CH2:9][CH2:10][CH2:11]/[CH:12]=[CH:13]\[CH2:14]/[CH:15]=[CH:16]\[CH2:17]/[CH:18]=[CH:19]\[CH2:20]/[CH:21]=[CH:22]\[CH2:23]/[CH:24]=[CH:25]\[CH2:26][CH3:27])=[CH:3]\[CH2:4][OH:5] |f:1.2.3.4.5.6|. Procedure: Ethyl (2E,7Z,10Z,13Z,16Z,19Z)-3-methyl-docosa-2,7,10,13,16,19-hexaenoate (2E:2Z=9:1), (0.40 g, 1.08 mmol) was dissolved in dry THF (5 mL) and added dropwise to a cold suspension of LAH (0.045 g, 1.19 mmol) in dry THF (10 mL). The mixture was stirred at 0° C. under inert atmosphere for 30 minutes, followed by 18 hours at ambient temperature. The reaction was quenched by addition of 10% NH4Cl (20 mL) and the mixture was extracted twice with heptane (30 mL). The combined organic extracts were washe... Starting materials: FC1=C(C=CC(=C1)F)[C@]1(C[C@@H](CO1)CO)CI (((3R,5R)-5-(2,4-difluorophenyl)-5-(iodomethyl)tetrahydrofuran-3-yl)methanol), CN(C=O)C (dimethylformamide), N1N=CN=C1 (1,2,4-triazole), CC(C)([O-])C.[Na+] (sodium tertiary butoxide). Reagents/catalysts: CN(C1=CC=NC=C1)C (4-dimethylaminopyridine). The solvent is O (water), ClCCl (dichloromethane). Run at temperature 105 celsius, time 18 hour. Product: N1(N=CN=C1)C[C@@]1(C[C@@H](CO1)CO)C1=C(C=C(C=C1)F)F (((3R,5R)-5-((1H-1,2,4-triazol-1-yl)methyl)-5-(2,4-difluoro phenyl)tetrahydrofuran-3-yl)methanol). RXN SMILES: CC(C)([O-])C.[Na+].CN(C)C=O.[NH:12]1[CH:16]=[N:15][CH:14]=[N:13]1.[F:17][C:18]1[CH:23]=[C:22]([F:24])[CH:21]=[CH:20][C:19]=1[C@:25]1([CH2:32]I)[O:29][CH2:28][C@@H:27]([CH2:30][OH:31])[CH2:26]1>CN(C)C1C=CN=CC=1.ClCCl.O>[N:12]1([CH2:32][C@@:25]2([C:19]3[CH:20]=[CH:21][C:22]([F:24])=[CH:23][C:18]=3[F:17])[O:29][CH2:28][C@@H:27]([CH2:30][OH:31])[CH2:26]2)[CH:16]=[N:15][CH:14]=[N:13]1 |f:0.1|. Reported procedure: Added 4-dimethylaminopyridine (8.61 g) and sodium tertiary butoxide (339 g) to a mixture of dimethylformamide (2500 ml) and 1,2,4-triazole (243.6 g) and stirred the reaction mixture for 30-45 minutes at 25-35° C. ((3R,5R)-5-(2,4-difluorophenyl)-5-(iodomethyl)tetrahydrofuran-3-yl)methanol compound of formula-8 (250 g) was added to the reaction mixture. The reaction mixture was heated to 100-110° C. and stirred for 18 hours at the same temperature. After completion of the reaction, the reaction mi... The reactants are C(C1=CC=CC=C1)C=1OC(=NN1)C(O[Si](C)(C)C(C)(C)C)C=1C(=NOC1C1=CC=C(C=C1)Br)C (2-benzyl-5-[[5-(4-bromo-phenyl)-3-methyl-isoxazol-4-yl]-(tert-butyl-dimethyl-silanyloxy)-methyl]-[1,3,4]oxadiazole), C(C)OC(CC1(CC1)C1=CC=C(C=C1)B1OC(C(O1)(C)C)(C)C)=O ({1-[4-(4,4,5,5-tetramethyl-[1,3,2]dioxaborolan-2-yl)-phenyl]-cyclopropyl}-acetic acid ethyl ester). The product is C(C)OC(CC1(CC1)C1=CC=C(C=C1)C1=CC=C(C=C1)C1=C(C(=NO1)C)C(O[Si](C)(C)C(C)(C)C)C=1OC(=NN1)CC1=CC=CC=C1)=O ([1-(4′-{4-[(5-Benzyl-[1,3,4]oxadiazol-2-yl)-(tert-butyl-dimethyl-silanyloxy)-methyl]-3-methyl-isoxazol-5-yl}-biphenyl-4-yl)-cyclopropyl]-acetic acid ethyl ester). Reaction SMILES: [CH2:1]([C:8]1[O:9][C:10]([CH:13]([C:22]2[C:23]([CH3:34])=[N:24][O:25][C:26]=2[C:27]2[CH:32]=[CH:31][C:30](Br)=[CH:29][CH:28]=2)[O:14][Si:15]([C:18]([CH3:21])([CH3:20])[CH3:19])([CH3:17])[CH3:16])=[N:11][N:12]=1)[C:2]1[CH:7]=[CH:6][CH:5]=[CH:4][CH:3]=1.[CH2:35]([O:37][C:38](=[O:58])[CH2:39][C:40]1([C:43]2[CH:48]=[CH:47][C:46](B3OC(C)(C)C(C)(C)O3)=[CH:45][CH:44]=2)[CH2:42][CH2:41]1)[CH3:36]>>[CH2:35]([O:37][C:38](=[O:58])[CH2:39][C:40]1([C:43]2[CH:48]=[CH:47][C:46]([C:30]3[CH:31]=[CH:32][C:27]([C:26]4[O:25][N:24]=[C:23]([CH3:34])[C:22]=4[CH:13]([C:10]4[O:9][C:8]([CH2:1][C:2]5[CH:7]=[CH:6][CH:5]=[CH:4][CH:3]=5)=[N:12][N:11]=4)[O:14][Si:15]([C:18]([CH3:21])([CH3:20])[CH3:19])([CH3:17])[CH3:16])=[CH:28][CH:29]=3)=[CH:45][CH:44]=2)[CH2:42][CH2:41]1)[CH3:36]. Procedure details: Prepared according to the procedure described in Example 1, Step 10, using 2-benzyl-5-[[5-(4-bromo-phenyl)-3-methyl-isoxazol-4-yl]-(tert-butyl-dimethyl-silanyloxy)-methyl]-[1,3,4]oxadiazole and {1-[4-(4,4,5,5-tetramethyl-[1,3,2]dioxaborolan-2-yl)-phenyl]-cyclopropyl}-acetic acid ethyl ester. The reactants are CO, [O-][I+3]([O-])([O-])[O-], [Na+], O, Oc1ccc2c(c1)CCCC(c1ccccc1)=C2c1ccc(OCCCCCSCc2ccccn2)cc1. Yields the product O=S(CCCCCOc1ccc(C2=C(c3ccccc3)CCCc3cc(O)ccc32)cc1)Cc1ccccn1. As a reaction SMILES: [CH3:39][OH:40].[I+3:41]([O-:42])([O-:43])([O-:44])[O-:45].[Na+:46].[OH2:47].[c:1]1([C:7]2=[C:8]([c:19]3[cH:20][cH:21][c:22]([O:25][CH2:26][CH2:27][CH2:28][CH2:29][CH2:30][S:31][CH2:32][c:33]4[n:34][cH:35][cH:36][cH:37][cH:38]4)[cH:23][cH:24]3)[c:9]3[c:10]([cH:14][c:15]([OH:18])[cH:16][cH:17]3)[CH2:11][CH2:12][CH2:13]2)[cH:2][cH:3][cH:4][cH:5][cH:6]1>>[c:1]1([C:7]2=[C:8]([c:19]3[cH:20][cH:21][c:22]([O:25][CH2:26][CH2:27][CH2:28][CH2:29][CH2:30][S:31]([CH2:32][c:33]4[n:34][cH:35][cH:36][cH:37][cH:38]4)=[O:42])[cH:23][cH:24]3)[c:9]3[c:10]([cH:14][c:15]([OH:18])[cH:16][cH:17]3)[CH2:11][CH2:12][CH2:13]2)[cH:2][cH:3][cH:4][cH:5][cH:6]1. Starting materials: C1(=CC=CC=C1)CC(=O)Cl (Phenylacetyl chloride), NC1(CCCCC1)C=1C=CC(N(C1)CC1=CC=CC=C1)=O (5-(1-aminocyclohexyl)-1-(phenylmethyl)-2(1H)-pyridinone), poly-4-vinylpyridine. Reagents/catalysts: CN(C)C1=CC=NC=C1 (4-(N,N-dimethylamino)pyridine). The solvent is ClCCl (dichloromethane). The product is O=C1C=CC(=CN1CC1=CC=CC=C1)C1(CCCCC1)NC(CC1=CC=CC=C1)=O (N-[1-[1,6-Dihydro-6-oxo-1-(phenylmethyl)-3-pyridinyl]cyclohexyl]benzeneacetamide). Yield: 99.7%. As a reaction SMILES: [C:1]1([CH2:7][C:8](Cl)=[O:9])[CH:6]=[CH:5][CH:4]=[CH:3][CH:2]=1.[NH2:11][C:12]1([C:18]2[CH:19]=[CH:20][C:21](=[O:31])[N:22]([CH2:24][C:25]3[CH:30]=[CH:29][CH:28]=[CH:27][CH:26]=3)[CH:23]=2)[CH2:17][CH2:16][CH2:15][CH2:14][CH2:13]1>CN(C1C=CN=CC=1)C.ClCCl>[O:31]=[C:21]1[N:22]([CH2:24][C:25]2[CH:26]=[CH:27][CH:28]=[CH:29][CH:30]=2)[CH:23]=[C:18]([C:12]2([NH:11][C:8](=[O:9])[CH2:7][C:1]3[CH:6]=[CH:5][CH:4]=[CH:3][CH:2]=3)[CH2:17][CH2:16][CH2:15][CH2:14][CH2:13]2)[CH:19]=[CH:20]1. Reported procedure: Phenylacetyl chloride (1.6 g) was added to a well stirred suspension of 5-(1-aminocyclohexyl)-1-(phenylmethyl)-2(1H)-pyridinone (2.9 g), poly-4-vinylpyridine (2.1 g) and a catalytic amount of 4-(N,N-dimethylamino)pyridine in 70 ml of dichloromethane, and the resulting mixture was stirred at room temperature for 3 hours. The reaction mixture was filtered and the filtrate concentrated to give 4.1 g of oil. Column chromatography (silica gel, elution with ethyl acetate) afforded 2.1 g of foam. Recry... Reactants: CCCNC(=O)C1=Cc2ccc(-c3ccc(C(=O)N4CCCC4)cc3)cc2N=C(NC(=O)OC(C)(C)C)C1, ClCCl, O=C(O)C(F)(F)F, [Na+], O=C([O-])O. The product is CCCNC(=O)C1=Cc2ccc(-c3ccc(C(=O)N4CCCC4)cc3)cc2N=C(N)C1. As a reaction SMILES: [CH2:1]([CH2:2][CH3:3])[NH:4][C:5](=[O:6])[C:7]1=[CH:8][c:9]2[c:10]([cH:22][c:23](-[c:26]3[cH:27][cH:28][c:29]([C:32](=[O:33])[N:34]4[CH2:35][CH2:36][CH2:37][CH2:38]4)[cH:30][cH:31]3)[cH:24][cH:25]2)[N:11]=[C:12]([NH:14][C:15](=[O:16])[O:17][C:18]([CH3:19])([CH3:20])[CH3:21])[CH2:13]1.[Cl:51][CH2:52][Cl:53].[F:39][C:40]([F:41])([F:42])[C:43]([OH:44])=[O:45].[Na+:50].[O-:46][C:47]([OH:48])=[O:49]>>[CH2:1]([CH2:2][CH3:3])[NH:4][C:5](=[O:6])[C:7]1=[CH:8][c:9]2[c:10]([cH:22][c:23](-[c:26]3[cH:27][cH:28][c:29]([C:32](=[O:33])[N:34]4[CH2:35][CH2:36][CH2:37][CH2:38]4)[cH:30][cH:31]3)[cH:24][cH:25]2)[N:11]=[C:12]([NH2:14])[CH2:13]1. The reactants are BrC1=C(C=C(C(=O)OC)C=C1)C (methyl 4-bromo-3-methylbenzoate), CC1(OB(OC1(C)C)C1=C(C(=O)OCC)C=CC=C1)C (ethyl 2-(4,4,5,5-tetramethyl-1,3,2-dioxaborolan-2-yl)benzoate), C1(=CC=CC=C1)C (toluene), P(=O)([O-])([O-])[O-].[K+].[K+].[K+] (tripotassium phosphate). Reagents/catalysts: C=1C=CC(=CC1)[P](C=2C=CC=CC2)(C=3C=CC=CC3)[Pd]([P](C=4C=CC=CC4)(C=5C=CC=CC5)C=6C=CC=CC6)([P](C=7C=CC=CC7)(C=8C=CC=CC8)C=9C=CC=CC9)[P](C=1C=CC=CC1)(C=1C=CC=CC1)C=1C=CC=CC1 (tetrakis(triphenylphosphine)palladium(0)). Solvent: O (water). Yields the product CC1=C(C=CC(=C1)C(=O)OC)C=1C(=CC=CC1)C(=O)OCC (2-ethyl 4′-methyl 2′-methyl-biphenyl-2,4′-dicarboxylate). The yield is 80.6%. Reaction SMILES: Br[C:2]1[CH:11]=[CH:10][C:5]([C:6]([O:8][CH3:9])=[O:7])=[CH:4][C:3]=1[CH3:12].CC1(C)C(C)(C)OB([C:21]2[CH:31]=[CH:30][CH:29]=[CH:28][C:22]=2[C:23]([O:25][CH2:26][CH3:27])=[O:24])O1.C1(C)C=CC=CC=1.P([O-])([O-])([O-])=O.[K+].[K+].[K+]>C1C=CC([P]([Pd]([P](C2C=CC=CC=2)(C2C=CC=CC=2)C2C=CC=CC=2)([P](C2C=CC=CC=2)(C2C=CC=CC=2)C2C=CC=CC=2)[P](C2C=CC=CC=2)(C2C=CC=CC=2)C2C=CC=CC=2)(C2C=CC=CC=2)C2C=CC=CC=2)=CC=1.O>[CH3:12][C:3]1[CH:4]=[C:5]([C:6]([O:8][CH3:9])=[O:7])[CH:10]=[CH:11][C:2]=1[C:21]1[C:22]([C:23]([O:25][CH2:26][CH3:27])=[O:24])=[CH:28][CH:29]=[CH:30][CH:31]=1 |f:3.4.5.6,^1:51,53,72,91|. Procedure details: Under a nitrogen atmosphere, to a mixture of methyl 4-bromo-3-methylbenzoate (2.291 g), ethyl 2-(4,4,5,5-tetramethyl-1,3,2-dioxaborolan-2-yl)benzoate (3.313 g), toluene (20 ml), water (10 ml) and tripotassium phosphate (4.246 g) was added tetrakis(triphenylphosphine)palladium(0) (0.578 g) at room temperature, and the mixture was stirred with heating under reflux overnight. The reaction mixture was cooled to room temperature, and partitioned in a separatory funnel. The organic layer was successiv...